From a dataset of the Open Reaction Database (ORD), a public repository of structured organic reaction records. describe an organic reaction: reactants, conditions, products, and yield The reactants are tryptamino-withaferin-A, N (ammonia), Cl.NCCC1=CNC2=CC=CC=C12 (Tryptamine-HCl), N (ammonia). Run in O (water). The product is NCCC1=CNC2=CC=CC=C12 (Tryptamine). Reaction SMILES: Cl.[NH2:2][CH2:3][CH2:4][C:5]1[C:13]2[C:8](=[CH:9][CH:10]=[CH:11][CH:12]=2)[NH:7][CH:6]=1.N>O>[NH2:2][CH2:3][CH2:4][C:5]1[C:13]2[C:8](=[CH:9][CH:10]=[CH:11][CH:12]=2)[NH:7][CH:6]=1 |f:0.1|. Reported procedure: The effect of pH of the solid surface (alumina) on the yield of tryptamino-withaferin-A conjugate was studied using acidic alumina (Aluminum oxide active, acidic Activity I-II, Loba Chemie Private Limited, Mumbai, India pH 3.5-5.0), neutral alumina (Aluminum oxide active, neutral Activity I-II, pH 6.8-7.8, Merck Specialities Private Limited, Mumbai, India) and basic alumina (Aluminum oxide active, basic Activity I-II, Loba Chemie Private Limited, Mumbai, India pH 8.5-10). In a typical reaction, ... Starting materials: C(C)(C)(C)OC(=O)N(C(=O)OC(C)(C)C)C1=NC=C(C=N1)Br (2-[N,N-bis(tert-butoxycarbonyl)amino]-5-bromopyrimidin), C(C)(C)(C)[Si](OC[Sn](CCCC)(CCCC)CCCC)(C)C (tert-butyl-dimethyl-tributylstannanylmethoxy-silane), ClCCCl (1,2-dichloroethane), [F-].[K+] (potassium fluoride), C(C)OCC (diethyl ether). The reagents and catalysts are Cl[Pd]([P](C1=CC=CC=C1)(C2=CC=CC=C2)C3=CC=CC=C3)([P](C4=CC=CC=C4)(C5=CC=CC=C5)C6=CC=CC=C6)Cl (bis(triphenylphosphine)palladium(II) dichloride), Cl[Pd]([P](C1=CC=CC=C1)(C2=CC=CC=C2)C3=CC=CC=C3)([P](C4=CC=CC=C4)(C5=CC=CC=C5)C6=CC=CC=C6)Cl (bis(triphenylphosphine)palladium(II) dichloride). Run at temperature 0 celsius, time 60 minute. Yields the product C(C)(C)(C)OC(=O)N(C(=O)OC(C)(C)C)C1=NC=C(C=N1)C(O[SiH2]C(C)(C)C)(C)C (2-[N,N-bis(tert-butoxycarbonyl)amino]-5-(tert-butyl-dimethyl-silanyloxymethyl)-pyrimidin). The yield is 55.0%. Reaction SMILES: [C:1]([O:5][C:6]([N:8]([C:16]1[N:21]=[CH:20][C:19](Br)=[CH:18][N:17]=1)[C:9]([O:11][C:12]([CH3:15])([CH3:14])[CH3:13])=[O:10])=[O:7])([CH3:4])([CH3:3])[CH3:2].[C:23]([Si:27](C)(C)OC[Sn](CCCC)(CCCC)CCCC)([CH3:26])([CH3:25])[CH3:24].C([O:47][CH2:48][CH3:49])C.[F-].[K+].Cl[CH2:53]CCl>Cl[Pd](Cl)([P](C1C=CC=CC=1)(C1C=CC=CC=1)C1C=CC=CC=1)[P](C1C=CC=CC=1)(C1C=CC=CC=1)C1C=CC=CC=1>[C:1]([O:5][C:6]([N:8]([C:16]1[N:21]=[CH:20][C:19]([C:48]([CH3:49])([CH3:53])[O:47][SiH2:27][C:23]([CH3:26])([CH3:25])[CH3:24])=[CH:18][N:17]=1)[C:9]([O:11][C:12]([CH3:15])([CH3:14])[CH3:13])=[O:10])=[O:7])([CH3:4])([CH3:3])[CH3:2] |f:3.4,^1:58,77|. Procedure: A solution of 2-[N,N-bis(tert-butoxycarbonyl)amino]-5-bromopyrimidin (16.0 g, 45.0 mmol), tert-butyl-dimethyl-tributylstannanylmethoxy-silane (20.5 g, 47.1 mmol), and bis(triphenylphosphine)palladium(II) dichloride (1.00 g, 1.40 mmol) in 1,2-dichloroethane (50 mL) was stirred at reflux overnight. Additional bis(triphenylphosphine)palladium(II) dichloride (1.00 g, 1.40 mmol) was added and the solution was refluxed for 8 h. The mixture was cooled to 0° C. and diethyl ether (200 mL) was added follo... Reactants: C(CCCC#C)(=O)O (Hex-5-ynoic acid), [Cl-].[Na+] (Sodium chloride), C(C1=CC=CC=C1)N=[N+]=[N-] (Benzyl azide), O=C1C(O)=C([O-])[C@H](O1)[C@@H](O)CO.[Na+] (sodium L-ascorbate). Reagents/catalysts: C(C)(=O)[O-].[Cu+2].C(C)(=O)[O-] (copper (II) acetate). Solvent: CCOC(=O)C (EtOAc), C(C)(C)(C)O (tert-butanol), O (water). Run at time 72 hour. Yields the product C(C1=CC=CC=C1)N1N=NC(=C1)CCCC(=O)O (4-(1-Benzyl-1H-1,2,3-triazol-4-yl)butanoic acid). Reaction SMILES: [CH2:1]([N:8]=[N+:9]=[N-:10])[C:2]1[CH:7]=[CH:6][CH:5]=[CH:4][CH:3]=1.[C:11]([OH:18])(=[O:17])[CH2:12][CH2:13][CH2:14][C:15]#[CH:16].O=C1O[C@H]([C@H](CO)O)C([O-])=C1O.[Na+].[Cl-].[Na+]>C(O)(C)(C)C.O.C([O-])(=O)C.[Cu+2].C([O-])(=O)C.CCOC(C)=O>[CH2:1]([N:8]1[CH:16]=[C:15]([CH2:14][CH2:13][CH2:12][C:11]([OH:18])=[O:17])[N:10]=[N:9]1)[C:2]1[CH:7]=[CH:6][CH:5]=[CH:4][CH:3]=1 |f:2.3,4.5,8.9.10|. Procedure details: Benzyl azide (2.82 ml, 21.18 mmol) was dissolved in tert-butanol (212 ml) and water (212 ml). Hex-5-ynoic acid (2.337 ml, 21.18 mmol) was added followed by copper (II) acetate (385 mg, 2.118 mmol) and sodium L-ascorbate (837 mg, 4.24 mmol) and the reaction mixture was stirred vigorously for 72 hrs. Sodium chloride (solid) was added to the reaction mixture followed by EtOAc (100 ml). The phases separated and the aqueous layer was further extracted with EtOAc. The organics phases were combined, dr... Isolated yield 58.6%. Product: NC=1SC=C(N1)/C(/C(=O)N[C@H]1[C@H]2SCC(=C(N2C1=O)C(=O)O)CSC1=CC(=NC=2N1N=C(N2)C(NO)=O)C)=N/OCC=2N(C(C(=CN2)O)=O)C ((6R,7R)-7-[(Z)-2-(2-amino-4-thiazolyl)-2-[[(1,6-dihydro-5-hydroxy-1-methyl-6-oxo-2-pyrimidinyl)methoxy]imino]acetamido]-3-[ [[2-(hydroxycarbamoyl)-5-methyl-s-triazolo[1,5-a]pyrimidin-7-yl]thio]methyl]-8-oxo-5-thia-1-azabicyclo[4.2.0]oct-2-ene-2-carboxylic acid). Conditions: time 15 minute. Procedure: (6R,7R)-7-(2-Amino-4-thiazoleglyoxylamido)-3-[[[2-(hydroxycarbamoyl)-5-methyl-s-triazolo[1,5-a]pyrimidin-7-yl]thio]methyl]-8-oxo-5-thia-1-azabicyclo[4.2.0]oct-2-ene-2-carboxylic acid (65 mg) (0.11 mmol) are dissolved in 4 ml of absolute dimethylacetamide. 24 mg (0.14 mmol) of 2-[(aminooxy)methyl]-5-hydroxy-3-methyl-4(3H)-pyrimidinone and 14 mg (0.14 mmol) of methanesulphonic acid are added. After stirring at room temperature for 20 hours the dimethylacetamide is evaporated in a high vacuum and t... The solvent is CC(=O)N(C)C (dimethylacetamide), CC(=O)N(C)C (dimethylacetamide). Reactants: NOCC1=NC=C(C(N1C)=O)O (2-[(aminooxy)methyl]-5-hydroxy-3-methyl-4(3H)-pyrimidinone), CS(=O)(=O)O (methanesulphonic acid), NC=1SC=C(N1)C(C(=O)N[C@H]1[C@H]2SCC(=C(N2C1=O)C(=O)O)CSC1=CC(=NC=2N1N=C(N2)C(NO)=O)C)=O ((6R,7R)-7-(2-Amino-4-thiazoleglyoxylamido)-3-[[[2-(hydroxycarbamoyl)-5-methyl-s-triazolo[1,5-a]pyrimidin-7-yl]thio]methyl]-8-oxo-5-thia-1-azabicyclo[4.2.0]oct-2-ene-2-carboxylic acid). Reaction SMILES: [NH2:1][C:2]1[S:3][CH:4]=[C:5]([C:7](=O)[C:8]([NH:10][C@@H:11]2[C:18](=[O:19])[N:17]3[C@@H:12]2[S:13][CH2:14][C:15]([CH2:23][S:24][C:25]2[N:30]4[N:31]=[C:32]([C:34](=[O:37])[NH:35][OH:36])[N:33]=[C:29]4[N:28]=[C:27]([CH3:38])[CH:26]=2)=[C:16]3[C:20]([OH:22])=[O:21])=[O:9])[N:6]=1.[NH2:40][O:41][CH2:42][C:43]1[N:48]([CH3:49])[C:47](=[O:50])[C:46]([OH:51])=[CH:45][N:44]=1.CS(O)(=O)=O>CC(N(C)C)=O>[NH2:1][C:2]1[S:3][CH:4]=[C:5](/[C:7](=[N:40]/[O:41][CH2:42][C:43]2[N:48]([CH3:49])[C:47](=[O:50])[C:46]([OH:51])=[CH:45][N:44]=2)/[C:8]([NH:10][C@@H:11]2[C:18](=[O:19])[N:17]3[C@@H:12]2[S:13][CH2:14][C:15]([CH2:23][S:24][C:25]2[N:30]4[N:31]=[C:32]([C:34](=[O:37])[NH:35][OH:36])[N:33]=[C:29]4[N:28]=[C:27]([CH3:38])[CH:26]=2)=[C:16]3[C:20]([OH:22])=[O:21])=[O:9])[N:6]=1.